Dataset: the Open Reaction Database (ORD), a public repository of structured organic reaction records. Task: describe an organic reaction: reactants, conditions, products, and yield Starting materials: C(=O)(O)CCCCOC=1C=C2CCC(NC2=CC1)=O (6-(4-carboxybutoxy)-3,4-dihydrocarbostyril), C1CCC2=NCCCN2CC1 (DBU), OCCCNCC1CCCCC1 (N-(3-hydroxypropyl)-N-cyclohexylmethylamine), ClC(=O)OCC(C)C (isobutyl chloroformate). Run in C(Cl)(Cl)Cl (chloroform), CO (methanol), C(Cl)(Cl)Cl (chloroform). Run at time 30 minute. Product: C1(CCCCC1)CN(C(=O)CCCCOC=1C=C2CCC(NC2=CC1)=O)CCCO (6-{4-[N-cyclohexylmethyl-N-(3-hydroxypropyl)aminocarbonyl]butoxy}-3,4-dihydrocarbostyril). RXN SMILES: [C:1]([CH2:4][CH2:5][CH2:6][CH2:7][O:8][C:9]1[CH:10]=[C:11]2[C:16](=[CH:17][CH:18]=1)[NH:15][C:14](=[O:19])[CH2:13][CH2:12]2)([OH:3])=O.C1CCN2C(=NCCC2)CC1.ClC(OCC(C)C)=O.[OH:39][CH2:40][CH2:41][CH2:42][NH:43][CH2:44][CH:45]1[CH2:50][CH2:49][CH2:48][CH2:47][CH2:46]1>CO.C(Cl)(Cl)Cl>[CH:45]1([CH2:44][N:43]([CH2:42][CH2:41][CH2:40][OH:39])[C:1]([CH2:4][CH2:5][CH2:6][CH2:7][O:8][C:9]2[CH:10]=[C:11]3[C:16](=[CH:17][CH:18]=2)[NH:15][C:14](=[O:19])[CH2:13][CH2:12]3)=[O:3])[CH2:50][CH2:49][CH2:48][CH2:47][CH2:46]1. Procedure: Into 400 ml of chloroform, were added 5 g of 6-(4-carboxybutoxy)-3,4-dihydrocarbostyril and 3.2 g of DBU. The outside of the reaction vessel containing the above mentioned mixture was ice-cooled and 2.8 g of isobutyl chloroformate was added dropwise to the mixture under stirring condition. After the addition operation, stirring was continued at a room temperature for 30 minutes and 3.9 g of N-(3-hydroxypropyl)-N-cyclohexylmethylamine was added to the reaction mixture and the reaction was continu... The reactants are COC(=O)c1cnc(N2CCNC(C)C2)c(Cl)c1, Fc1cc(-c2cc(C(F)(F)F)cc3[nH]c(Cl)nc23)cc(F)c1F. Yields the product COC(=O)c1cnc(N2CCN(c3nc4cc(C(F)(F)F)cc(-c5cc(F)c(F)c(F)c5)c4[nH]3)C(C)C2)c(Cl)c1. As a reaction SMILES: [CH3:1][O:2][C:3]([c:4]1[cH:5][n:6][c:7]([N:11]2[CH2:12][CH:13]([CH3:17])[NH:14][CH2:15][CH2:16]2)[c:8]([Cl:10])[cH:9]1)=[O:18].[Cl:19][c:20]1[n:21][c:22]2[c:23]([nH:24]1)[cH:25][c:26]([C:38]([F:39])([F:40])[F:41])[cH:27][c:28]2-[c:29]1[cH:30][c:31]([F:37])[c:32]([F:36])[c:33]([F:35])[cH:34]1>>[CH3:1][O:2][C:3]([c:4]1[cH:5][n:6][c:7]([N:11]2[CH2:12][CH:13]([CH3:17])[N:14]([c:20]3[nH:21][c:22]4[c:23]([n:24]3)[cH:25][c:26]([C:38]([F:39])([F:40])[F:41])[cH:27][c:28]4-[c:29]3[cH:30][c:31]([F:37])[c:32]([F:36])[c:33]([F:35])[cH:34]3)[CH2:15][CH2:16]2)[c:8]([Cl:10])[cH:9]1)=[O:18].